Task: describe an organic reaction: reactants, conditions, products, and yield. Dataset: the Open Reaction Database (ORD), a public repository of structured organic reaction records Starting materials: ClCCl, Cl, NO, [Na+], [Na+], O=C([O-])[O-], O, O=C(Cl)c1coc2ccccc2c1=O. The product is O=C(N[O-])c1coc2ccccc2c1=O, [Na+]. RXN SMILES: [CH2:25]([Cl:26])[Cl:27].[ClH:1].[NH2:2][OH:3].[Na+:4].[Na+:5].[O-:6][C:7](=[O:8])[O-:9].[OH2:24].[o:10]1[cH:11][c:12]([C:21](=[O:22])[Cl:23])[c:13](=[O:20])[c:14]2[cH:15][cH:16][cH:17][cH:18][c:19]12>>[NH:2]([O-:3])[C:21]([c:12]1[cH:11][o:10][c:19]2[c:14]([c:13]1=[O:20])[cH:15][cH:16][cH:17][cH:18]2)=[O:22].[Na+:4]. Starting materials: CCOC(=O)C (EtOAc), C(C1=CC=CC=C1)[C@@H]1N(CCN(C1)C1=C2C=CC(=NC2=C(C=C1)OC)C(F)(F)F)CC(=O)O ((S)-2-(2-benzyl-4-(8-methoxy-2-(trifluoromethyl)quinolin-5-yl)piperazin-1-yl)acetic acid), O1C(CCCC1)ON (O-(tetrahydro-2H-pyran-2-yl)hydroxylamine), C1CCC(CC1)N=C=NC2CCCCC2 (DCC). The reagents and catalysts are CN(C)C=1C=CN=CC1 (DMAP). Solvent: C(Cl)Cl (CH2Cl2). Run at time 3 hour. The product is C(C1=CC=CC=C1)[C@@H]1N(CCN(C1)C1=C2C=CC(=NC2=C(C=C1)OC)C(F)(F)F)CC(=O)NOC1OCCCC1 (2-((S)-2-benzyl-4-(8-methoxy-2-(trifluoromethyl)quinolin-5-yl)piperazin-1-yl)-N-(tetrahydro-2H-pyran-2-yloxy)acetamide). Yield: 74.3%. As a reaction SMILES: [CH2:1]([C@H:8]1[CH2:13][N:12]([C:14]2[CH:23]=[CH:22][C:21]([O:24][CH3:25])=[C:20]3[C:15]=2[CH:16]=[CH:17][C:18]([C:26]([F:29])([F:28])[F:27])=[N:19]3)[CH2:11][CH2:10][N:9]1[CH2:30][C:31](O)=[O:32])[C:2]1[CH:7]=[CH:6][CH:5]=[CH:4][CH:3]=1.[O:34]1[CH2:39][CH2:38][CH2:37][CH2:36][CH:35]1[O:40][NH2:41].C1CCC(N=C=NC2CCCCC2)CC1.CCOC(C)=O>C(Cl)Cl.CN(C1C=CN=CC=1)C>[CH2:1]([C@H:8]1[CH2:13][N:12]([C:14]2[CH:23]=[CH:22][C:21]([O:24][CH3:25])=[C:20]3[C:15]=2[CH:16]=[CH:17][C:18]([C:26]([F:27])([F:29])[F:28])=[N:19]3)[CH2:11][CH2:10][N:9]1[CH2:30][C:31]([NH:41][O:40][CH:35]1[CH2:36][CH2:37][CH2:38][CH2:39][O:34]1)=[O:32])[C:2]1[CH:3]=[CH:4][CH:5]=[CH:6][CH:7]=1. Reported procedure: A solution of (S)-2-(2-benzyl-4-(8-methoxy-2-(trifluoromethyl)quinolin-5-yl)piperazin-1-yl)acetic acid (184 mg, 0.40 mmol) in CH2Cl2 (4 mL) at 0-5° C. was treated with O-(tetrahydro-2H-pyran-2-yl)hydroxylamine (49 mg, 0.42 mmol), catalytic DMAP, and finally DCC (87 mg, 0.42 mmol). The reaction mixture was stirred for 3 h after which time the mixture was treated with EtOAc (5 mL), filtered and evaporated. The residue was purified by silica gel flash chromatography with 100% EtOAc, as eluant to af... The reactants are O (H2O), FC(OC1=CC=C(C=C1)C(CO)(C)C)F (2-(4-difluoromethoxyphenyl)-2-methylpropyl alcohol), O(C1=CC=CC=C1)C=1C=C(CCl)C=CC1 (m-phenoxybenzyl chloride), [OH-].[Na+] (NaOH). The reagents and catalysts are [Br-].C(C)[N+](CC1=CC=CC=C1)(CC)CC (triethylbenzyl ammonium bromide). Run in C1=CC=CC=C1 (benzene). The product is FC(OC1=CC=C(C=C1)C(COCC1=CC(=CC=C1)OC1=CC=CC=C1)(C)C)F (3-phenoxybenzyl 2-(4-difluoromethoxyphenyl)-2-methylpropyl ether). Isolated yield 81.0%. RXN SMILES: [F:1][CH:2]([F:15])[O:3][C:4]1[CH:9]=[CH:8][C:7]([C:10]([CH3:14])([CH3:13])[CH2:11][OH:12])=[CH:6][CH:5]=1.[O:16]([C:23]1[CH:24]=[C:25]([CH:28]=[CH:29][CH:30]=1)[CH2:26]Cl)[C:17]1[CH:22]=[CH:21][CH:20]=[CH:19][CH:18]=1.[OH-].[Na+].O>[Br-].C([N+](CC)(CC)CC1C=CC=CC=1)C.C1C=CC=CC=1>[F:1][CH:2]([F:15])[O:3][C:4]1[CH:5]=[CH:6][C:7]([C:10]([CH3:13])([CH3:14])[CH2:11][O:12][CH2:26][C:25]2[CH:28]=[CH:29][CH:30]=[C:23]([O:16][C:17]3[CH:22]=[CH:21][CH:20]=[CH:19][CH:18]=3)[CH:24]=2)=[CH:8][CH:9]=1 |f:2.3,5.6|. Procedure details: 2.0 g of 2-(4-difluoromethoxyphenyl)-2-methylpropyl alcohol, 2.0 g of m-phenoxybenzyl chloride, 20 g of 50% NaOH and 0.3 g of triethylbenzyl ammonium bromide were stirred at 50° C. for 2 hours. Then, H2O and benzene were added to the reaction mixture, and the mixture was sufficiently shaken and the benzene layer was separated, washed with water, dried over Na2SO4, and evaporated under reduced pressure, and the obtained crude ether was purified by column chromatography on 130 g of silica gel (2:3... The reactants are Cc1nc(N2CCc3ccccc3CC2)c([N+](=O)[O-])c(=O)n1CCCCO[Si](C)(C)C(C)(C)C, CC#N, ClCCl, F. Yields the product Cc1nc(N2CCc3ccccc3CC2)c([N+](=O)[O-])c(=O)n1CCCCO. As a reaction SMILES: [C:1]([Si:2]([CH3:3])([CH3:4])[O:6][CH2:7][CH2:8][CH2:9][CH2:10][n:11]1[c:12]([CH3:32])[n:13][c:14]([N:21]2[CH2:22][CH2:23][c:24]3[c:25]([cH:28][cH:29][cH:30][cH:31]3)[CH2:26][CH2:27]2)[c:15]([N+:18](=[O:19])[O-:20])[c:16]1=[O:17])([CH3:5])([CH3:33])[CH3:34].[CH3:36][C:37]#[N:38].[Cl:39][CH2:40][Cl:41].[FH:35]>>[OH:6][CH2:7][CH2:8][CH2:9][CH2:10][n:11]1[c:12]([CH3:32])[n:13][c:14]([N:21]2[CH2:22][CH2:23][c:24]3[c:25]([cH:28][cH:29][cH:30][cH:31]3)[CH2:26][CH2:27]2)[c:15]([N+:18](=[O:19])[O-:20])[c:16]1=[O:17]. Starting materials: CN1C(C2(CCN(CC2)C(\C=C\C2=C(C=CC=C2)C(F)(F)F)=O)C2=CC(=CC=C12)C(=O)O)=O ((E)-1-methyl-2-oxo-1′-(3-(2-(trifluoromethyl)phenyl)acryloyl)spiro[indoline-3,4′-piperidine]-5-carboxylic acid), CCN=C=NCCCN(C)C (EDCI), C=1C=CC2=C(C1)N=NN2O (HOBt), CCN(C(C)C)C(C)C (DIEA), N(C)C.Cl (NHMe2.HCl). The solvent is C(Cl)Cl (CH2Cl2). Run at time 8 hour. The product is CN(C(=O)C=1C=C2C(=CC1)N(C(C21CCN(CC1)C(\C=C\C1=C(C=CC=C1)C(F)(F)F)=O)=O)C)C ((E)-N,N,1-trimethyl-2-oxo-1′-(3-(2-(trifluoromethyl)phenyl)acryloyl)spiro[indoline-3,4′-piperidine]-5-carboxamide). Isolated yield 14.0%. As a reaction SMILES: [CH3:1][N:2]1[C:29]2[C:24](=[CH:25][C:26]([C:30](O)=[O:31])=[CH:27][CH:28]=2)[C:4]2([CH2:9][CH2:8][N:7]([C:10](=[O:23])/[CH:11]=[CH:12]/[C:13]3[CH:18]=[CH:17][CH:16]=[CH:15][C:14]=3[C:19]([F:22])([F:21])[F:20])[CH2:6][CH2:5]2)[C:3]1=[O:33].C[CH2:35][N:36]=[C:37]=NCCCN(C)C.C1C=CC2N(O)N=NC=2C=1.CCN(C(C)C)C(C)C.N(C)C.Cl>C(Cl)Cl>[CH3:35][N:36]([CH3:37])[C:30]([C:26]1[CH:25]=[C:24]2[C:4]3([CH2:5][CH2:6][N:7]([C:10](=[O:23])/[CH:11]=[CH:12]/[C:13]4[CH:18]=[CH:17][CH:16]=[CH:15][C:14]=4[C:19]([F:22])([F:21])[F:20])[CH2:8][CH2:9]3)[C:3](=[O:33])[N:2]([CH3:1])[C:29]2=[CH:28][CH:27]=1)=[O:31] |f:4.5|. Reported procedure: To a mixture of (E)-1-methyl-2-oxo-1′-(3-(2-(trifluoromethyl)phenyl)acryloyl)spiro[indoline-3,4′-piperidine]-5-carboxylic acid (20 mg, 0.508 mmol), EDCI (18 mg, 0.088 mmol), HOBt (12 mg, 0.088 mmol), and DIEA (60 mg, 0.44 mmol) in CH2Cl2 was added NHMe2.HCl (16 mg, 0.176 mmol) at 0° C. The mixture was stirred at rt overnight. The mixture was concentrated to give the crude product, which was purified by preparative TLC to give (E)-N,N,1-trimethyl-2-oxo-1′-(3-(2-(trifluoromethyl)phenyl)acryloyl)sp... Starting materials: COc1cc2c(cc1[N+](=O)[O-])CN(C(=O)CCN1CCN(C(C)C)CC1)CC2, CCO, [H][H]. Yields the product COc1cc2c(cc1N)CN(C(=O)CCN1CCN(C(C)C)CC1)CC2. Reaction SMILES: [CH3:1][CH:2]([CH3:3])[N:4]1[CH2:5][CH2:6][N:7]([CH2:10][CH2:11][C:12](=[O:13])[N:14]2[CH2:15][c:16]3[cH:17][c:18]([N+:26]([O-:27])=[O:28])[c:19]([O:24][CH3:25])[cH:20][c:21]3[CH2:22][CH2:23]2)[CH2:8][CH2:9]1.[CH3:31][CH2:32][OH:33].[H:29][H:30]>>[CH3:1][CH:2]([CH3:3])[N:4]1[CH2:5][CH2:6][N:7]([CH2:10][CH2:11][C:12](=[O:13])[N:14]2[CH2:15][c:16]3[cH:17][c:18]([NH2:26])[c:19]([O:24][CH3:25])[cH:20][c:21]3[CH2:22][CH2:23]2)[CH2:8][CH2:9]1. Starting materials: CC1=C(C(CC1)(C)C)C#N (2,5,5-trimethylcyclopent-1-enecarbonitrile), [H-].C(C(C)C)[Al+]CC(C)C (diisobutyl aluminum hydride), C(C)OCC (diethyl ether). Solvent: ClCCl (dichloromethane). Reaction conditions: time 2 hour. Product: CC1=C(C(CC1)(C)C)C=O (2,5,5-trimethylcyclopent-1-enecarbaldehyde). Isolated yield 68.0%. As a reaction SMILES: [CH3:1][C:2]1[CH2:6][CH2:5][C:4]([CH3:8])([CH3:7])[C:3]=1[C:9]#N.[H-].C([Al+]CC(C)C)C(C)C.C([O:23]CC)C>ClCCl>[CH3:1][C:2]1[CH2:6][CH2:5][C:4]([CH3:8])([CH3:7])[C:3]=1[CH:9]=[O:23] |f:1.2|. Procedure: To a stirred solution of the product of Example 8g (600 mg, 4.44 mmol) in anhydrous dichloromethane (30 mL) at −78° C. under argon was added diisobutyl aluminum hydride (1.0 M in hexane, 8.9 mL, 8.9 mmol). The reaction was kept at −78° C. for 2 hours. The mixture was diluted with diethyl ether (150 mL) and quenched by addition of wet sodium sulfate. The mixture was then stirred for 30 minutes, filtered and the filtrate concentrated under reduced pressure. The residue was purified by silica gel c... As a reaction SMILES: [Br:1][c:2]1[cH:3][cH:4][c:5](-[c:8]2[c:9]([CH3:15])[cH:10][c:11](=[O:14])[nH:12][n:13]2)[cH:6][cH:7]1.[OH2:21].[P:16]([Cl:17])([Cl:18])([Cl:19])=[O:20]>>[Br:1][c:2]1[cH:3][cH:4][c:5](-[c:8]2[c:9]([CH3:15])[cH:10][c:11]([Cl:18])[n:12][n:13]2)[cH:6][cH:7]1. Reactants: Cc1cc(=O)[nH]nc1-c1ccc(Br)cc1, O, O=P(Cl)(Cl)Cl. The product is Cc1cc(Cl)nnc1-c1ccc(Br)cc1. The reactants are [BH3-]C#N, CCS(=O)(=O)N1CCC(c2c[nH]c3c(C(N)=O)cc(-c4ccc(C=NOC)cc4)cc23)CC1, C1COCCO1, CO, ClCCl, Cl, [Na+]. Yields the product CCS(=O)(=O)N1CCC(c2c[nH]c3c(C(N)=O)cc(-c4ccc(CNOC)cc4)cc23)CC1. Reaction SMILES: [C:35]([BH3-:36])#[N:37].[CH2:1]([CH3:2])[S:3](=[O:4])(=[O:5])[N:6]1[CH2:7][CH2:8][CH:9]([c:12]2[cH:13][nH:14][c:15]3[c:16]([C:31](=[O:32])[NH2:33])[cH:17][c:18](-[c:21]4[cH:22][cH:23][c:24]([CH:27]=[N:28][O:29][CH3:30])[cH:25][cH:26]4)[cH:19][c:20]23)[CH2:10][CH2:11]1.[CH2:44]1[O:45][CH2:46][CH2:47][O:48][CH2:49]1.[CH3:42][OH:43].[Cl:39][CH2:40][Cl:41].[ClH:34].[Na+:38]>>[CH2:1]([CH3:2])[S:3](=[O:4])(=[O:5])[N:6]1[CH2:7][CH2:8][CH:9]([c:12]2[cH:13][nH:14][c:15]3[c:16]([C:31](=[O:32])[NH2:33])[cH:17][c:18](-[c:21]4[cH:22][cH:23][c:24]([CH2:27][NH:28][O:29][CH3:30])[cH:25][cH:26]4)[cH:19][c:20]23)[CH2:10][CH2:11]1. Reactants: O=C([O-])O, COC(=O)C1NC(=O)C1N, CON=C(C(=O)Cl)c1csc(NC(=O)CCl)n1, [Na+], C1CCOC1, O. The product is CON=C(C(=O)NC1C(=O)NC1C(=O)OC)c1csc(NC(=O)CCl)n1. RXN SMILES: [C:11](=[O:12])([O-:13])[OH:14].[CH3:1][O:2][C:3](=[O:4])[CH:5]1[CH:6]([NH2:10])[C:7](=[O:9])[NH:8]1.[Cl:16][CH2:17][C:18](=[O:19])[NH:20][c:21]1[s:22][cH:23][c:24]([C:26]([C:27](=[O:28])[Cl:29])=[N:30][O:31][CH3:32])[n:25]1.[Na+:15].[O:34]1[CH2:35][CH2:36][CH2:37][CH2:38]1.[OH2:33]>>[CH3:1][O:2][C:3](=[O:4])[CH:5]1[CH:6]([NH:10][C:27]([C:26]([c:24]2[cH:23][s:22][c:21]([NH:20][C:18]([CH2:17][Cl:16])=[O:19])[n:25]2)=[N:30][O:31][CH3:32])=[O:28])[C:7](=[O:9])[NH:8]1.